From a dataset of the Open Reaction Database (ORD), a public repository of structured organic reaction records. describe an organic reaction: reactants, conditions, products, and yield Reactants: NC1=C(C(=O)N(C)C)C=C(C=C1)B1OC(C(O1)(C)C)(C)C (2-amino-N,N-dimethyl-5-(4,4,5,5-tetramethyl-1,3,2-dioxaborolan-2-yl)benzamide), NC1=C(C(=O)N(C)C)C=C(C=C1)B1OC(C(O1)(C)C)(C)C (2-amino-N,N-dimethyl-5-(4,4,5,5-tetramethyl-1,3,2-dioxaborolan-2-yl)benzamide), C(C)(C)(C)[Si](OC1CC=C(CC1)OS(=O)(=O)C(F)(F)F)(C)C (trifluoro-methanesulfonic acid 4-(tert-butyl-dimethyl-silanyloxy)-cyclohex-1-enyl ester), ClCCl (dichloromethane), C([O-])([O-])=O.[K+].[K+] (potassium carbonate). Reagents/catalysts: C1=CC=C(C=C1)P([C-]2C=CC=C2)C3=CC=CC=C3.C1=CC=C(C=C1)P([C-]2C=CC=C2)C3=CC=CC=C3.Cl[Pd]Cl.[Fe+2] ([1,1′-bis(diphenylphosphino)ferrocene]dichloropalladium(II)). Run in O1CCOCC1 (1,4-dioxane), O (H2O). Yields the product NC1=C(C(=O)N(C)C)C=C(C=C1)C1=CCC(CC1)O[Si](C)(C)C(C)(C)C (2-amino-5-(4-{[tert-butyl(dimethyl)silyl]oxy}cyclohex-1-en-1-yl)-N,N-dimethylbenzamide). RXN SMILES: [NH2:1][C:2]1[CH:12]=[CH:11][C:10](B2OC(C)(C)C(C)(C)O2)=[CH:9][C:3]=1[C:4]([N:6]([CH3:8])[CH3:7])=[O:5].[C:22]([Si:26]([CH3:43])([CH3:42])[O:27][CH:28]1[CH2:33][CH2:32][C:31](OS(C(F)(F)F)(=O)=O)=[CH:30][CH2:29]1)([CH3:25])([CH3:24])[CH3:23].ClCCl.C(=O)([O-])[O-].[K+].[K+]>O1CCOCC1.O.C1C=CC(P(C2C=CC=CC=2)[C-]2C=CC=C2)=CC=1.C1C=CC(P(C2C=CC=CC=2)[C-]2C=CC=C2)=CC=1.Cl[Pd]Cl.[Fe+2]>[NH2:1][C:2]1[CH:12]=[CH:11][C:10]([C:31]2[CH2:32][CH2:33][CH:28]([O:27][Si:26]([C:22]([CH3:25])([CH3:24])[CH3:23])([CH3:42])[CH3:43])[CH2:29][CH:30]=2)=[CH:9][C:3]=1[C:4]([N:6]([CH3:7])[CH3:8])=[O:5] |f:3.4.5,8.9.10.11|. Procedure: A solution of 2-amino-N,N-dimethyl-5-(4,4,5,5-tetramethyl-1,3,2-dioxaborolan-2-yl)benzamide (Compound 173D: 0.500 g, 1.72 mmol) and trifluoro-methanesulfonic acid 4-(tert-butyl-dimethyl-silanyloxy)-cyclohex-1-enyl ester (WO 2005092863, 0.745 g, 2.07 mmol) in 1,4-dioxane (4 mL) and H2O (1 mL) was charged with [1,1′-bis(diphenylphosphino)ferrocene]dichloropalladium(II), complex with dichloromethane (1:1) (0.063 g, 0.086 mmol) and potassium carbonate (0.71 g, 5.2 mmol) in a microwave vial. The reac... Starting materials: CC(=O)O, Cc1cc(CCl)c(C)c([N+](=O)[O-])c1, Cl, O. Product: Cc1cc(C=O)c(C)c([N+](=O)[O-])c1. RXN SMILES: [CH3:14][C:15]([OH:16])=[O:17].[CH3:1][c:2]1[c:3]([CH2:4][Cl:5])[cH:6][c:7]([CH3:13])[cH:8][c:9]1[N+:10](=[O:11])[O-:12].[ClH:18].[OH2:19]>>[CH3:1][c:2]1[c:3]([CH:4]=[O:16])[cH:6][c:7]([CH3:13])[cH:8][c:9]1[N+:10](=[O:11])[O-:12].